The task is: describe an organic reaction: reactants, conditions, products, and yield. This data is from the Open Reaction Database (ORD), a public repository of structured organic reaction records. Starting materials: NOCc1ccccc1, CCN=C=NCCCN(C)C, CN(C)c1ccncc1, O=C(O)C(CO)CC1CCCC1, ClCCl, Cl, Cl, Cl. Product: O=C(NOCc1ccccc1)C(CO)CC1CCCC1. Reaction SMILES: [CH2:14]([c:15]1[cH:16][cH:17][cH:18][cH:19][cH:20]1)[O:21][NH2:22].[CH3:24][N:25]([CH3:26])[CH2:27][CH2:28][CH2:29][N:30]=[C:31]=[N:32][CH2:33][CH3:34].[CH3:36][N:37]([CH3:38])[c:39]1[cH:40][cH:41][n:42][cH:43][cH:44]1.[CH:1]1([CH2:6][CH:7]([C:8](=[O:9])[OH:10])[CH2:11][OH:12])[CH2:2][CH2:3][CH2:4][CH2:5]1.[Cl:45][CH2:46][Cl:47].[ClH:13].[ClH:23].[ClH:35]>>[CH:1]1([CH2:6][CH:7]([C:8](=[O:10])[NH:22][O:21][CH2:14][c:15]2[cH:16][cH:17][cH:18][cH:19][cH:20]2)[CH2:11][OH:12])[CH2:2][CH2:3][CH2:4][CH2:5]1. The reactants are C(C1=CC=CC=C1)OC1=C(C=CC(=C1)OCC1=CC=CC=C1)CCO (2-[2,4-di(benzyloxy)phenyl]-1-ethanol). Reagents/catalysts: [Pd] (Pd/C). Solvent: C(C)(=O)OCC (ethyl acetate). Product: OC1=C(C=CC(=C1)O)CCO (2-(2,4-dihydroxyphenyl)-1-ethanol). Yield: 99.3%. Reaction SMILES: C([O:8][C:9]1[CH:14]=[C:13]([O:15]CC2C=CC=CC=2)[CH:12]=[CH:11][C:10]=1[CH2:23][CH2:24][OH:25])C1C=CC=CC=1>C(OCC)(=O)C.[Pd]>[OH:8][C:9]1[CH:14]=[C:13]([OH:15])[CH:12]=[CH:11][C:10]=1[CH2:23][CH2:24][OH:25]. Procedure details: 3.7 g (11.1 mmole) 2-[2,4-di(benzyloxy)phenyl]-1-ethanol was hydrogenated in 100 ml ethyl acetate using Pd/C (10%) as catalyst. The reaction mixture was filtered and the filtrate was evaporated in vacuo to give 1.7 g (yield 99%) of 2-(2,4-dihydroxyphenyl)-1-ethanol. Reactants: C(C)(=O)O (acetic acid), C(#N)[BH3-].[Na+] (sodium cyanoborohydride), C=O (formaldehyde), C1(CCCC1)CC(=O)NC1=C(C=C(C=C1C)NCC1=CC=C(C=C1)C(F)(F)F)C (2-Cyclopentyl-N-[2,6-dimethyl-4-(4-trifluoromethyl-benzylamino)-phenyl]-acetamide). Run in CO (methanol). Run at temperature 25 celsius, time 70 minute. The product is C1(CCCC1)CC(=O)NC1=C(C=C(C=C1C)N(CC1=CC=C(C=C1)C(F)(F)F)C)C (2-Cyclopentyl-N-{2,6-dimethyl-4-[methyl-(4-trifluoromethyl-benzyl)-amino]-phenyl}-acetamide). Isolated yield 97.0%. RXN SMILES: [CH:1]1([CH2:6][C:7]([NH:9][C:10]2[C:15]([CH3:16])=[CH:14][C:13]([NH:17][CH2:18][C:19]3[CH:24]=[CH:23][C:22]([C:25]([F:28])([F:27])[F:26])=[CH:21][CH:20]=3)=[CH:12][C:11]=2[CH3:29])=[O:8])[CH2:5][CH2:4][CH2:3][CH2:2]1.[C:30](O)(=O)C.C([BH3-])#N.[Na+].C=O>CO>[CH:1]1([CH2:6][C:7]([NH:9][C:10]2[C:15]([CH3:16])=[CH:14][C:13]([N:17]([CH3:30])[CH2:18][C:19]3[CH:24]=[CH:23][C:22]([C:25]([F:26])([F:27])[F:28])=[CH:21][CH:20]=3)=[CH:12][C:11]=2[CH3:29])=[O:8])[CH2:5][CH2:4][CH2:3][CH2:2]1 |f:2.3|. Procedure details: To 2-cyclopentyl-N-[2,6-dimethyl-4-(4-trifluoromethyl-benzylamino)-phenyl]-acetamide (4k, 150 mg) dissolved in methanol (20 mL) and acetic acid (2 mL) were added sodium cyanoborohydride (175 mg) and formaldehyde (200 uL) and the reaction mixture was stirred at 25° C. for 70 minutes. The reaction was quenched with saturated aqueous sodium bicarbonate and the product collected by filtration to furnish 151 mg (97% yield) of the title compound as a white solid. LC-MS (m/z) 419 (MH+); tR=3.39, (UV, E...